The task is: describe an organic reaction: reactants, conditions, products, and yield. This data is from the Open Reaction Database (ORD), a public repository of structured organic reaction records. Starting materials: COC1OC(CC1)OC (2,5-Dimethoxytetrahydrofuran), C1(=CC=CC=C1)S(=O)O (benzenesulphinic acid), [Cl-].[Ca+2].[Cl-] (calcium chloride). The solvent is C(Cl)Cl (DCM). Conditions: time 4 hour. The product is C1(=CC=CC=C1)S(=O)(=O)C1OC(CC1)OC (2-benzenesulphonyl-5-methoxytetrahydro-furan). Isolated yield 55.0%. Reaction SMILES: [CH3:1][O:2][CH:3]1[CH2:7][CH2:6][CH:5](OC)[O:4]1.[C:10]1([S:16]([OH:18])=[O:17])[CH:15]=[CH:14][CH:13]=[CH:12][CH:11]=1.[Cl-].[Ca+2].[Cl-]>C(Cl)Cl>[C:10]1([S:16]([CH:5]2[CH2:6][CH2:7][CH:3]([O:2][CH3:1])[O:4]2)(=[O:18])=[O:17])[CH:15]=[CH:14][CH:13]=[CH:12][CH:11]=1 |f:2.3.4|. Procedure: 2,5-Dimethoxytetrahydrofuran (17.1 ml, 0.13M) was added dropwise to a stirred solution of benzenesulphinic acid (17.0 g, 0.12M) in dry DCM (100 ml) containing a suspension of powdered calcium chloride (1.0 g) at room temperature under argon. After 4 h, the solution was washed with water (2×50 ml), dried over anhydrous sodium sulphate, filtered and evaporated. The product was crystalised (diethyl ether/hexane) to give 2-benzenesulphonyl-5-methoxytetrahydro-furan as a white crystalline solid (15.9... Reactants: C(C1=CC=CC=C1)C(C(CC(CCC(C)(C)F)C(N)=N)O)NC(=O)C1=NC2=CC=CC=C2N=C1 (quinoxaline-2-carboxylic acid (1-benzyl-4-carbamimidoyl-7-fluoro-2-hydroxy-7-methyl-octyl)-amide), N#CBr (cyanogen bromide). The solvent is C(Cl)Cl (methylene chloride). Run at time 15 hour. The product is C(#N)N=C(C(CC(C(CC1=CC=CC=C1)NC(=O)C1=NC2=CC=CC=C2N=C1)O)CCC(C)(C)F)N (Quinoxaline-2-carboxylic acid [4-(cyanoimino-amino-methyl)-1-benzyl-7-fluoro-2-hydroxy-7-methyl-octyl]-amide). As a reaction SMILES: [CH2:1]([CH:8]([NH:22][C:23]([C:25]1[CH:34]=[N:33][C:32]2[C:27](=[CH:28][CH:29]=[CH:30][CH:31]=2)[N:26]=1)=[O:24])[CH:9]([OH:21])[CH2:10][CH:11]([C:18](=[NH:20])[NH2:19])[CH2:12][CH2:13][C:14]([F:17])([CH3:16])[CH3:15])[C:2]1[CH:7]=[CH:6][CH:5]=[CH:4][CH:3]=1.[N:35]#[C:36]Br>C(Cl)Cl>[C:36]([N:20]=[C:18]([NH2:19])[CH:11]([CH2:12][CH2:13][C:14]([F:17])([CH3:16])[CH3:15])[CH2:10][CH:9]([OH:21])[CH:8]([NH:22][C:23]([C:25]1[CH:34]=[N:33][C:32]2[C:27](=[CH:28][CH:29]=[CH:30][CH:31]=2)[N:26]=1)=[O:24])[CH2:1][C:2]1[CH:7]=[CH:6][CH:5]=[CH:4][CH:3]=1)#[N:35]. Procedure details: To a solution of 1.0 equivalents of quinoxaline-2-carboxylic acid (1-benzyl-4-carbamimidoyl-7-fluoro-2-hydroxy-7-methyl-octyl)-amide in methylene chloride is added 1.0 equivalents of cyanogen bromide. The reaction is stirred at ambient temperature for approximately 15 hours. After standard aqueous work-up and extraction, followed by concentration and silica gel chromatography the title compound is obtained. Starting materials: F[C@@H]1CN(CC[C@H]1OC1=C(C=C(C=C1)[N+](=O)[O-])C(F)(F)F)C(=O)OC(C)(C)C (tert-butyl (3R,4R)-3-fluoro-4-(4-nitro-2-(trifluoromethyl)phenoxy)piperidine-1-carboxylate). Reagents/catalysts: [Pd] (Pd—C). The solvent is CCO (EtOH). Run at time 1 hour. Product: NC1=CC(=C(O[C@H]2[C@@H](CN(CC2)C(=O)OC(C)(C)C)F)C=C1)C(F)(F)F (tert-butyl(3R,4R)-4-(4-amino-2-(trifluoromethyl)phenoxy)-3-fluoropiperidine-1-carboxylate). Isolated yield 82.0%. As a reaction SMILES: [F:1][C@H:2]1[C@H:7]([O:8][C:9]2[CH:14]=[CH:13][C:12]([N+:15]([O-])=O)=[CH:11][C:10]=2[C:18]([F:21])([F:20])[F:19])[CH2:6][CH2:5][N:4]([C:22]([O:24][C:25]([CH3:28])([CH3:27])[CH3:26])=[O:23])[CH2:3]1>CCO.[Pd]>[NH2:15][C:12]1[CH:13]=[CH:14][C:9]([O:8][C@@H:7]2[CH2:6][CH2:5][N:4]([C:22]([O:24][C:25]([CH3:28])([CH3:27])[CH3:26])=[O:23])[CH2:3][C@H:2]2[F:1])=[C:10]([C:18]([F:21])([F:19])[F:20])[CH:11]=1. Procedure: A mixture of tert-butyl (3R,4R)-3-fluoro-4-(4-nitro-2-(trifluoromethyl)phenoxy)piperidine-1-carboxylate (1.2 g, 1.0 eq, 2.9 mmol) and Pd—C (10%, 0.3 g) in EtOH (50 mL) was hydrogenated at 30 psi for 1 hour. The mixture was filtered through celite and the filter cake washed with EtOH (2×10 mL). The filtrate was concentrated under vacuum to give the desired product in 82% yield. This product was taken to next step with out further purification. Reactants: ClC1=C(C=CC=C1)C(=S)C1=C(C=CC(=C1)Cl)NCC(C)(C)C (5-chloro-2-neopentylaminophenyl 2-chlorophenyl thioketone), Cl.N(N)CC(=O)OCC (ethyl hydrazinoacetate hydrochloride), ClCCl (dichloromethane). Solvent: C(C)O (ethanol). Reaction conditions: temperature 70 celsius, time 1 day. The product is C(C)OC(=O)CNN=C(C1=C(C=CC(=C1)Cl)NCC(C)(C)C)C1=C(C=CC=C1)Cl (2-Neopentylamino-2',5-dichlorobenzophenone ethoxycarbonylmethyl hydrazone). Yield: 51.5%. Reaction SMILES: [Cl:1][C:2]1[CH:7]=[CH:6][CH:5]=[CH:4][C:3]=1[C:8]([C:10]1[CH:15]=[C:14]([Cl:16])[CH:13]=[CH:12][C:11]=1[NH:17][CH2:18][C:19]([CH3:22])([CH3:21])[CH3:20])=S.Cl.[NH:24]([CH2:26][C:27]([O:29][CH2:30][CH3:31])=[O:28])[NH2:25].ClCCl>C(O)C>[CH2:30]([O:29][C:27]([CH2:26][NH:24][N:25]=[C:8]([C:3]1[CH:4]=[CH:5][CH:6]=[CH:7][C:2]=1[Cl:1])[C:10]1[CH:15]=[C:14]([Cl:16])[CH:13]=[CH:12][C:11]=1[NH:17][CH2:18][C:19]([CH3:22])([CH3:21])[CH3:20])=[O:28])[CH3:31] |f:1.2|. Procedure details: To a solution of 5-chloro-2-neopentylaminophenyl 2-chlorophenyl thioketone (0.54 g) in ethanol (7 ml) was added ethyl hydrazinoacetate hydrochloride (0.11 g). The mixture was stirred for one day at 70° C. To the reaction mixture was added dichloromethane (50 ml), which was washed with water and, then, dried over anhydrous sodium sulfate. The solvent was distilled off. The residue was purified by means of a silica-gel column chromatography (hexane:acetic acid ethyl ester=15:1 v/v as an eluent) to... The reactants are N#CC1(NC(=O)C2CC(S(=O)(=O)c3ccc(F)cc3C(F)(F)F)CC2C(=O)N2CC(F)(F)C2)CC1, C1NCC12COC2, O=C(O)C(=O)O. Product: N#CC1(NC(=O)C2CC(S(=O)(=O)c3ccc(N4CC5(COC5)C4)cc3C(F)(F)F)CC2C(=O)N2CC(F)(F)C2)CC1. RXN SMILES: [C:1](#[N:2])[C:3]1([NH:6][C:7](=[O:8])[CH:9]2[CH:10]([C:28](=[O:29])[N:30]3[CH2:31][C:32]([F:34])([F:35])[CH2:33]3)[CH2:11][CH:12]([S:14](=[O:15])(=[O:16])[c:17]3[c:18]([C:24]([F:25])([F:26])[F:27])[cH:19][c:20]([F:23])[cH:21][cH:22]3)[CH2:13]2)[CH2:4][CH2:5]1.[CH2:36]1[O:37][CH2:38][C:39]12[CH2:40][NH:41][CH2:42]2.[OH:43][C:44]([C:45](=[O:46])[OH:47])=[O:48]>>[C:1](#[N:2])[C:3]1([NH:6][C:7](=[O:8])[CH:9]2[CH:10]([C:28](=[O:29])[N:30]3[CH2:31][C:32]([F:34])([F:35])[CH2:33]3)[CH2:11][CH:12]([S:14](=[O:15])(=[O:16])[c:17]3[c:18]([C:24]([F:25])([F:26])[F:27])[cH:19][c:20]([N:41]4[CH2:40][C:39]5([CH2:36][O:37][CH2:38]5)[CH2:42]4)[cH:21][cH:22]3)[CH2:13]2)[CH2:4][CH2:5]1. Reactants: C(CCC)[Li] (n-butyllithium), CN1N=NN=C1C (1,5-dimethyltetrazole), C(C1=CC=CC=C1)(=O)C1=CC=CC=C1 (Benzophenone). Run in C1CCOC1 (THF). Reaction conditions: temperature -78 celsius, time 30 minute. Product: CN1N=NN=C1CC(O)(C1=CC=CC=C1)C1=CC=CC=C1 (2(1-Methyltetrazol-5-yl)-1,1-diphenylethanol). Yield: 21.9%. Reaction SMILES: [CH3:1][N:2]1[C:6]([CH3:7])=[N:5][N:4]=[N:3]1.C([Li])CCC.[C:13]([C:21]1[CH:26]=[CH:25][CH:24]=[CH:23][CH:22]=1)(=[O:20])[C:14]1[CH:19]=[CH:18][CH:17]=[CH:16][CH:15]=1>C1COCC1>[CH3:1][N:2]1[C:6]([CH2:7][C:13]([C:14]2[CH:19]=[CH:18][CH:17]=[CH:16][CH:15]=2)([C:21]2[CH:26]=[CH:25][CH:24]=[CH:23][CH:22]=2)[OH:20])=[N:5][N:4]=[N:3]1. Reported procedure: A solution of 1,5-dimethyltetrazole (20 g; 0.204 mole) in dry THF (200 mL) was cooled to -78° C. and treated with n-butyllithium (91 mL of 2.5 molar solution in hexane; 0.227 mole) and the mixture stirred at -78° C. for 30 minutes. Benzophenone (31.1 g; 0.171 mole) was added and the mixture stirred at -78° C. for 30 minutes and allowed to warm up to 23° C. and stirred for 15 hours. The mixture was quenched with 2N HCl (100 mL) and extracted with EtOAc (3×150 mL). The combined organic layers were... Reactants: 2-bromo-3-bromomethyl, C(C1=CC=CC=C1)(=O)NC1[C@@H]2N(C(=C(C(S2=O)Br)CBr)C(=O)OC(C)(C)C)C1=O (t-butyl 7-benzamido-2-bromo-3-bromomethyl-3-cephem-4-carboxylate 1-oxide), P(OCCCCCCCC(C)C)(OCCCCCCCC(C)C)OCCCCCCCC(C)C (triisodecyl phosphite). Solvent: C(C)OCC (diethyl ether). Reaction conditions: time 30 minute. Yields the product C(C1=CC=CC=C1)(=O)NC1[C@@H]2N(C(=C(CS2=O)CBr)C(=O)OC(C)(C)C)C1=O (t-butyl 7-benzamido-3-bromomethyl-3-cephem-4-carboxylate 1-oxide). Isolated yield 44.6%. RXN SMILES: [C:1]([NH:9][CH:10]1[C:28](=[O:29])[N:12]2[C:13]([C:21]([O:23][C:24]([CH3:27])([CH3:26])[CH3:25])=[O:22])=[C:14]([CH2:19][Br:20])[CH:15](Br)[S:16](=[O:17])[C@H:11]12)(=[O:8])[C:2]1[CH:7]=[CH:6][CH:5]=[CH:4][CH:3]=1.P(OCCCCCCCC(C)C)(OCCCCCCCC(C)C)OCCCCCCCC(C)C>C(OCC)C>[C:1]([NH:9][CH:10]1[C:28](=[O:29])[N:12]2[C:13]([C:21]([O:23][C:24]([CH3:25])([CH3:26])[CH3:27])=[O:22])=[C:14]([CH2:19][Br:20])[CH2:15][S:16](=[O:17])[C@H:11]12)(=[O:8])[C:2]1[CH:3]=[CH:4][CH:5]=[CH:6][CH:7]=1. Reported procedure: The remainder of the solution of the 2-bromo-3-bromomethyl compound obtained was used as such in the following debromination process. To this solution which contained at most 14.4 mmoles of t-butyl 7-benzamido-2-bromo-3-bromomethyl-3-cephem-4-carboxylate 1-oxide, were added 14 ml (approximately 25 mmoles) of triisodecyl phosphite and the mixture was stirred for 30 minutes at room temperature. The reaction mixture was then washed with water, dried over magnesium sulfate and filtered. The filtrate...